describe an organic reaction: reactants, conditions, products, and yield From a dataset of the Open Reaction Database (ORD), a public repository of structured organic reaction records. Reactants: C(C)(C)(C)C(=O)NC=1N=C(C2=C(N1)NCC(C2)CO[Si](C)(C)C(C)(C)C)O (2-t-butylcarbonylamino-4-hydroxy-6-[t-butyl(dimethyl)silyloxymethyl]-5,6,7,8-tetrahydropyrido[2,3-d]pyrimidine), C(C)(=O)O (acetic acid). Run in C1CCOC1 (THF), O (water). Conditions: temperature 22 celsius, time 18 hour. Product: C(C)(C)(C)C(=O)NC=1N=C(C2=C(N1)NCC(C2)CO)O (2-t-Butylcarbonylamino-4-hydroxy-6-hydroxymethyl-5,6,7,8-tetrahydropyrido[2,3-d]pyrimidine). The yield is 87.3%. Reaction SMILES: [C:1]([C:5]([NH:7][C:8]1[N:9]=[C:10]([OH:27])[C:11]2[CH2:17][CH:16]([CH2:18][O:19][Si](C(C)(C)C)(C)C)[CH2:15][NH:14][C:12]=2[N:13]=1)=[O:6])([CH3:4])([CH3:3])[CH3:2].C(O)(=O)C>C1COCC1.O>[C:1]([C:5]([NH:7][C:8]1[N:9]=[C:10]([OH:27])[C:11]2[CH2:17][CH:16]([CH2:18][OH:19])[CH2:15][NH:14][C:12]=2[N:13]=1)=[O:6])([CH3:4])([CH3:2])[CH3:3]. Procedure: To a mixture of 5.0 g of 2-t-butylcarbonylamino-4-hydroxy-6-[t-butyl(dimethyl)silyloxymethyl]-5,6,7,8-tetrahydropyrido[2,3-d]pyrimidine in 50 ml of THF and 50 ml of water were added 150 ml of glacial acetic acid. The mixture was stirred 18 hours at 22° C. and then evaporated to a viscous oil. Water was added and the resulting white precipitate collected by filtration to give 3.1 g of the title compound: mp 236°-238° C.; Anal. Calcd for C19H34N4O3Si: C, 55.70; H, 7.19; N, 19.99. Found: C, 55.96; ... Reactants: C1(CC1)CNC(=O)C=1NC=C(C1)C(=O)C=1C(=NOC1C)C1=CC=C(C=C1)F (4-(5-methyl-3-(4-fluorophenyl)-isoxazole-4-carbonyl)-1H-pyrrole-2-carboxylic acid (cyclopropylmethyl)-amide), FC=1C=C(C=CC1F)C1=NOC(=C1C(=O)C=1C=C(NC1)C(C(Cl)(Cl)Cl)=O)C (4-[3-(3,4-difluoro-phenyl)-5-methyl-isoxazole-4-carbonyl]-2-trichloroacetyl-1H-pyrrole), FC=1C=C(C=CC1F)C1=NOC(=C1C(=O)C=1C=C(NC1)C(C(Cl)(Cl)Cl)=O)C (4-[3-(3,4-difluoro-phenyl)-5-methyl-isoxazole-4-carbonyl]-2-trichloroacetyl-1H-pyrrole), C(C#C)N (prop-2-ynylamine). Product: C(C#C)NC(=O)C=1NC=C(C1)C(=O)C=1C(=NOC1C)C1=CC(=C(C=C1)F)F (4-[3-(3,4-Difluoro-phenyl)-5-methyl-isoxazole-4-carbonyl]-1H-pyrrole-2-carboxylic acid prop-2-ynylamide). RXN SMILES: [CH:1]1([CH2:4][NH:5][C:6]([C:8]2[NH:9][CH:10]=[C:11]([C:13]([C:15]3[C:16]([C:21]4[CH:26]=[CH:25][C:24]([F:27])=[CH:23][CH:22]=4)=[N:17][O:18][C:19]=3[CH3:20])=[O:14])[CH:12]=2)=[O:7])[CH2:3]C1.[F:28]C1C=C(C2C(C(C3C=C(C(=O)C(Cl)(Cl)Cl)NC=3)=O)=C(C)ON=2)C=CC=1F.C(N)C#C>>[CH2:4]([NH:5][C:6]([C:8]1[NH:9][CH:10]=[C:11]([C:13]([C:15]2[C:16]([C:21]3[CH:26]=[CH:25][C:24]([F:27])=[C:23]([F:28])[CH:22]=3)=[N:17][O:18][C:19]=2[CH3:20])=[O:14])[CH:12]=1)=[O:7])[C:1]#[CH:3]. Reported procedure: According to the procedure described for the synthesis of 4-(5-methyl-3-(4-fluorophenyl)-isoxazole-4-carbonyl)-1H-pyrrole-2-carboxylic acid (cyclopropylmethyl)-amide (example 229, step 2), the title compound has been synthesized from 4-[3-(3,4-difluoro-phenyl)-5-methyl-isoxazole-4-carbonyl]-2-trichloroacetyl-1H-pyrrole (intermediate 19) and prop-2-ynylamine (commercially available) in 28.1 yield. (m/e): 370.0 (MH+; 100%). Reactants: O=C1CCc2ccccc21, CCO, O=Cc1ccc(Cl)cc1, [K+], [OH-]. Reaction SMILES: [C:1]1(=[O:10])[CH2:2][CH2:3][c:4]2[cH:5][cH:6][cH:7][cH:8][c:9]21.[CH3:22][CH2:23][OH:24].[Cl:11][c:12]1[cH:13][cH:14][c:15]([CH:16]=[O:17])[cH:18][cH:19]1.[K+:21].[OH-:20]>>[C:1]1(=[O:10])[C:2](=[CH:16][c:15]2[cH:14][cH:13][c:12]([Cl:11])[cH:19][cH:18]2)[CH2:3][c:4]2[cH:5][cH:6][cH:7][cH:8][c:9]21. Product: O=C1C(=Cc2ccc(Cl)cc2)Cc2ccccc21. Reactants: FC(C1=CC=C(C=C1)N1N=C(C=C1CCC=O)CCCC)(F)F (3-(1-(4-trifluoromethylphenyl)-3-butyl-1H-pyrazol-5-yl)propanal), FC1=C(C=CC=C1)N1CCNCC1 (1-(2-fluorophenyl)piperazine), [BH-](OC(=O)C)(OC(=O)C)OC(=O)C.[Na+] (NaBH(OAc)3). The product is FC1=C(C=CC=C1)N1CCN(CC1)CCCC1=CC(=NN1C1=CC=C(C=C1)C(F)(F)F)CCCC (1-(2-fluorophenyl)-4-(3-(1-(4-trifluoromethylphenyl)-3-butyl-1H-pyrazol-5-yl)propyl)piperazine). As a reaction SMILES: [F:1][C:2]([F:23])([F:22])[C:3]1[CH:8]=[CH:7][C:6]([N:9]2[C:13]([CH2:14][CH2:15][CH:16]=O)=[CH:12][C:11]([CH2:18][CH2:19][CH2:20][CH3:21])=[N:10]2)=[CH:5][CH:4]=1.[F:24][C:25]1[CH:30]=[CH:29][CH:28]=[CH:27][C:26]=1[N:31]1[CH2:36][CH2:35][NH:34][CH2:33][CH2:32]1.[BH-](OC(C)=O)(OC(C)=O)OC(C)=O.[Na+]>>[F:24][C:25]1[CH:30]=[CH:29][CH:28]=[CH:27][C:26]=1[N:31]1[CH2:36][CH2:35][N:34]([CH2:16][CH2:15][CH2:14][C:13]2[N:9]([C:6]3[CH:7]=[CH:8][C:3]([C:2]([F:23])([F:22])[F:1])=[CH:4][CH:5]=3)[N:10]=[C:11]([CH2:18][CH2:19][CH2:20][CH3:21])[CH:12]=2)[CH2:33][CH2:32]1 |f:2.3|. Reported procedure: 258.6 mg (84.7%) of target compound was obtained by using a method same as in Example 1 by using 3-(1-(4-trifluoromethylphenyl)-3-butyl-1H-pyrazol-5-yl)propanal (202.6 mg, 0.625 mmol), 1-(2-fluorophenyl)piperazine (148 mL, 0.937 mmol), and NaBH(OAc)3 (198 mg, 0.936 mmol). Reactants: C(C)(=O)Cl (acetyl chloride), NC=1C=C(C=CC1)S(=O)(=O)N1[C@@H](CN(C[C@@H]1C)CC(=O)NC1=C(C=CC=C1)C)C (cis-2-[4-(3-Aminobenzenesulphonyl)-3,5-dimethylpiperazin-1-yl]-N-(2-methylphenyl)acetamide), C(C)(C)N(C(C)C)CC (N,N-diisopropylethylamine), C(C)(=O)Cl (acetyl chloride). The solvent is ClCCl (dichloromethane), ClCCl (dichloromethane). Run at time 3 hour. The product is C(C)(=O)NC=1C=C(C=CC1)S(=O)(=O)N1[C@@H](CN(C[C@@H]1C)CC(=O)NC1=C(C=CC=C1)C)C (cis-2-[4-(3-Acetylaminobenzenesulphonyl)-3,5-dimethylpiperazin-1-yl]-N-(2-methylphenyl)acetamide). As a reaction SMILES: [NH2:1][C:2]1[CH:3]=[C:4]([S:8]([N:11]2[C@@H:16]([CH3:17])[CH2:15][N:14]([CH2:18][C:19]([NH:21][C:22]3[CH:27]=[CH:26][CH:25]=[CH:24][C:23]=3[CH3:28])=[O:20])[CH2:13][C@H:12]2[CH3:29])(=[O:10])=[O:9])[CH:5]=[CH:6][CH:7]=1.C(N(CC)C(C)C)(C)C.[C:39](Cl)(=[O:41])[CH3:40]>ClCCl>[C:39]([NH:1][C:2]1[CH:3]=[C:4]([S:8]([N:11]2[C@@H:16]([CH3:17])[CH2:15][N:14]([CH2:18][C:19]([NH:21][C:22]3[CH:27]=[CH:26][CH:25]=[CH:24][C:23]=3[CH3:28])=[O:20])[CH2:13][C@H:12]2[CH3:29])(=[O:9])=[O:10])[CH:5]=[CH:6][CH:7]=1)(=[O:41])[CH3:40]. Procedure details: A solution of the product from Example 57 (0.2 g) and N,N-diisopropylethylamine (0.3 ml) in dichloromethane (10 ml) was rapidly stirred whilst a solution of acetyl chloride (0.055 g) in dichloromethane (2.0 ml) was added. After 3 hours a further amount of acetyl chloride (0.022 g) was added, the mixture was stirred 3 hours more then evaporated to dryness. The residue was triturated with water, filtered and dried in vacuo, to give the title compound as a white solid. Yield 0.17 g. Reactants: BrC=1C=C(C=CC1)NC(=O)N (3-bromophenylurea), [Si](C)(C)(C(C)(C)C)O[C@@H]([C@@H](OC1=CC=C(C=C1)B(O)O)C)CCC=1C=NC=CC1 ((1S,2R)-4-[2-(tert-butyldimethylsilanyloxy)-1-methyl-4-pyridin-3-ylbutoxy]benzeneboronic acid), C(C)O (ethanol), C([O-])([O-])=O.[Na+].[Na+] (sodium carbonate). The reagents and catalysts are C=1C=CC(=CC1)[P](C=2C=CC=CC2)(C=3C=CC=CC3)[Pd]([P](C=4C=CC=CC4)(C=5C=CC=CC5)C=6C=CC=CC6)([P](C=7C=CC=CC7)(C=8C=CC=CC8)C=9C=CC=CC9)[P](C=1C=CC=CC1)(C=1C=CC=CC1)C=1C=CC=CC1 (tetrakis(triphenylphosphine)palladium). Run in C1(=CC=CC=C1)C (toluene). Conditions: temperature 120 celsius. Yields the product O[C@@H]([C@@H](OC1=CC=C(C=C1)C1=CC(=CC=C1)NC(=O)N)C)CCC=1C=NC=CC1 ((1S, 2R)-4′-(2-Hydroxy-1-methyl-4-pyridin-3-ylbutoxy)biphenyl-3-yl-urea). The yield is 61.5%. Reaction SMILES: Br[C:2]1[CH:3]=[C:4]([NH:8][C:9]([NH2:11])=[O:10])[CH:5]=[CH:6][CH:7]=1.C(O)C.C(=O)([O-])[O-].[Na+].[Na+].[Si]([O:28][C@H:29]([CH2:42][CH2:43][C:44]1[CH:45]=[N:46][CH:47]=[CH:48][CH:49]=1)[C@H:30]([CH3:41])[O:31][C:32]1[CH:37]=[CH:36][C:35](B(O)O)=[CH:34][CH:33]=1)(C(C)(C)C)(C)C>C1C=CC([P]([Pd]([P](C2C=CC=CC=2)(C2C=CC=CC=2)C2C=CC=CC=2)([P](C2C=CC=CC=2)(C2C=CC=CC=2)C2C=CC=CC=2)[P](C2C=CC=CC=2)(C2C=CC=CC=2)C2C=CC=CC=2)(C2C=CC=CC=2)C2C=CC=CC=2)=CC=1.C1(C)C=CC=CC=1>[OH:28][C@H:29]([CH2:42][CH2:43][C:44]1[CH:45]=[N:46][CH:47]=[CH:48][CH:49]=1)[C@H:30]([CH3:41])[O:31][C:32]1[CH:37]=[CH:36][C:35]([C:2]2[CH:7]=[CH:6][CH:5]=[C:4]([NH:8][C:9]([NH2:11])=[O:10])[CH:3]=2)=[CH:34][CH:33]=1 |f:2.3.4,^1:53,55,74,93|. Procedure details: Prepared according to the method described in Example 12b) from 3-bromophenylurea (0.215 g), ethanol (1 ml), toluene (4 ml), 2M aqueous sodium carbonate (0.5 ml), (1S,2R)-4-[2-(tert-butyldimethylsilanyloxy)-1-methyl-4-pyridin-3-ylbutoxy]benzeneboronic acid (0.2 g, Example 11)), and tetrakis(triphenylphosphine)palladium (0) (0.02 g) with heating at 120° C. for 4 hours. After work-up, the residue was purified by normal-phase HPLC eluting a gradient of 0-25% ethanol in dichloromethane to give the t... Reactants: COCCBr, CN(C)C=O, CC(C)(C)OC(=O)NC1CCC(c2cccc(F)c2F)CNC1=O, [H-], [Na+]. Yields the product COCCN1CC(c2cccc(F)c2F)CCC(NC(=O)OC(C)(C)C)C1=O. Reaction SMILES: [CH3:27][O:28][CH2:29][CH2:30][Br:31].[CH:32]([N:33]([CH3:34])[CH3:35])=[O:36].[F:3][c:4]1[c:5]([CH:11]2[CH2:12][CH2:13][CH:14]([NH:19][C:20]([O:21][C:22]([CH3:23])([CH3:24])[CH3:25])=[O:26])[C:15](=[O:18])[NH:16][CH2:17]2)[cH:6][cH:7][cH:8][c:9]1[F:10].[H-:1].[Na+:2]>>[F:3][c:4]1[c:5]([CH:11]2[CH2:12][CH2:13][CH:14]([NH:19][C:20]([O:21][C:22]([CH3:23])([CH3:24])[CH3:25])=[O:26])[C:15](=[O:18])[N:16]([CH2:30][CH2:29][O:28][CH3:27])[CH2:17]2)[cH:6][cH:7][cH:8][c:9]1[F:10]. Yields the product C(C)(=O)NC1C(C=C(OC1C(C(CO)O)O)C(=O)O)NC#N (5-acetamido-4-cyanamido-6-(1,2,3-trihydroxypropyl)-5,6-dihydro-4H-pyran-2-carboxylic acid), ( VII ). The reactants are [OH-].[Na+] (sodium hydroxide), C([O-])([O-])=O.[K+].[K+] (potassium carbonate), C(C)(=O)NC1C(C=C(OC1C(C(CO)O)O)C(=O)OC)NC#N (methyl 5-acetamido-4-cyanamido-6-(1,2,3-trihydroxypropyl)-5,6-dihydro-4H-pyran-2-carboxylate), CO.II (methanol iodine), CC(C)([O-])C.[Na+] (sodium t-butoxide), C[O-].[Na+] (sodium methoxide). As a reaction SMILES: CO.II.CC(C)([O-])C.[Na+].C(=O)([O-])[O-].[K+].[K+].[OH-].[Na+].C[O-].[Na+].[C:22]([NH:25][CH:26]1[CH:31]([CH:32]([OH:37])[CH:33]([OH:36])[CH2:34][OH:35])[O:30][C:29]([C:38]([O:40]C)=[O:39])=[CH:28][CH:27]1[NH:42][C:43]#[N:44])(=[O:24])[CH3:23]>CO.O>[C:22]([NH:25][CH:26]1[CH:31]([CH:32]([OH:37])[CH:33]([OH:36])[CH2:34][OH:35])[O:30][C:29]([C:38]([OH:40])=[O:39])=[CH:28][CH:27]1[NH:42][C:43]#[N:44])(=[O:24])[CH3:23] |f:0.1,2.3,4.5.6,7.8,9.10,12.13|. The solvent is CO.O (methanol water). Procedure details: A] treating a compound of formula (V) with a cyanogen halide which may be selected from cyanogen fluoride, cyanogen chloride, cyanogen bromide or cyanogen iodide to obtain methyl 5-acetamido-4-cyanamido-6-(1,2,3-triacetoxypropyl)-5,6-dihydro-4H-pyran-2-carboxylate (VIII); B] deacetylating the intermediate (VIII) to obtain methyl 5-acetamido-4-cyanamido-6-(1,2,3-trihydroxypropyl)-5,6-dihydro-4H-pyran-2-carboxylate (IX). The reaction may be carried out in the presence of a deacetylating agent whic... Starting materials: ClCC=C(C)Cl (1,3-dichlorobut-2-ene), [Na] (sodium), enolate, C(CC(=O)C)(=O)OCC (ethyl acetoacetate). The solvent is C(C)O (ethanol). Yields the product C(=O)(OCC)C(C(C)=O)CC=C(C)Cl (3-Carboethoxy-6-chlorohept-5-en-2-one). RXN SMILES: [Na].[C:2]([O:8][CH2:9][CH3:10])(=[O:7])[CH2:3][C:4]([CH3:6])=[O:5].Cl[CH2:12][CH:13]=[C:14]([Cl:16])[CH3:15]>C(O)C>[C:2]([CH:3]([CH2:12][CH:13]=[C:14]([Cl:16])[CH3:15])[C:4](=[O:5])[CH3:6])([O:8][CH2:9][CH3:10])=[O:7] |^1:0|. Procedure details: To a solution of 46 g sodium (2 g atom) in 500 ml ethanol at reflux, in a 2-liter flask equipped with mechanical stirrer, and addition funnel, was added 325 g ethyl acetoacetate (2.5 mole) over 30 minutes. The resulting solution of enolate was refluxed for 15 minutes, and then 250 g (2.0 mole) 1,3-dichlorobut-2-ene was added dropwise at such a rate as to maintain reflux with gentle heating towards the end of the addition. After addition, refluxing and stirring were maintained for 4 hours, the co... Starting materials: CC(=O)[O-], CCO, Cl, CC(=O)c1ccc(N2CCN(C(=O)c3cc(S(C)(=O)=O)ccc3OC(C)C)CC2)c(F)c1, NO, [Na+], O. Yields the product CC(=NO)c1ccc(N2CCN(C(=O)c3cc(S(C)(=O)=O)ccc3OC(C)C)CC2)c(F)c1. Reaction SMILES: [CH3:37][C:38](=[O:39])[O-:40].[CH3:41][CH2:42][OH:43].[ClH:33].[F:1][c:2]1[cH:3][c:4]([C:30]([CH3:31])=[O:32])[cH:5][cH:6][c:7]1[N:8]1[CH2:9][CH2:10][N:11]([C:14]([c:15]2[c:16]([O:25][CH:26]([CH3:27])[CH3:28])[cH:17][cH:18][c:19]([S:21](=[O:22])(=[O:23])[CH3:24])[cH:20]2)=[O:29])[CH2:12][CH2:13]1.[NH2:34][OH:35].[Na+:36].[OH2:44]>>[F:1][c:2]1[cH:3][c:4]([C:30]([CH3:31])=[N:34][OH:35])[cH:5][cH:6][c:7]1[N:8]1[CH2:9][CH2:10][N:11]([C:14]([c:15]2[c:16]([O:25][CH:26]([CH3:27])[CH3:28])[cH:17][cH:18][c:19]([S:21](=[O:22])(=[O:23])[CH3:24])[cH:20]2)=[O:29])[CH2:12][CH2:13]1.